This data is from the Open Reaction Database (ORD), a public repository of structured organic reaction records. The task is: describe an organic reaction: reactants, conditions, products, and yield The reactants are [BH4-], CCO, O=Cc1ccc(CN2CCCCC2)o1, NCCn1c(=O)[nH]c2ccccc21, [Na+]. Product: O=c1[nH]c2ccccc2n1CCNCc1ccc(CN2CCCCC2)o1. As a reaction SMILES: [BH4-:28].[CH3:30][CH2:31][OH:32].[N:14]1([CH2:20][c:21]2[cH:22][cH:23][c:24]([CH:25]=[O:26])[o:27]2)[CH2:15][CH2:16][CH2:17][CH2:18][CH2:19]1.[NH2:1][CH2:2][CH2:3][n:4]1[c:5](=[O:13])[nH:6][c:7]2[c:8]1[cH:9][cH:10][cH:11][cH:12]2.[Na+:29]>>[NH:1]([CH2:2][CH2:3][n:4]1[c:5](=[O:13])[nH:6][c:7]2[c:8]1[cH:9][cH:10][cH:11][cH:12]2)[CH2:25][c:24]1[cH:23][cH:22][c:21]([CH2:20][N:14]2[CH2:15][CH2:16][CH2:17][CH2:18][CH2:19]2)[o:27]1. Reactants: C=O, Cc1ccccc1, O=S(=O)(O)O, c1ccccc1. Yields the product C=O, c1ccc(Cc2ccccc2)cc1. As a reaction SMILES: [CH2:7]=[O:8].[CH3:14][c:15]1[cH:16][cH:17][cH:18][cH:19][cH:20]1.[S:9](=[O:10])(=[O:11])([OH:12])[OH:13].[cH:1]1[cH:2][cH:3][cH:4][cH:5][cH:6]1>>[CH2:7]=[O:8].[c:1]1([CH2:14][c:15]2[cH:16][cH:17][cH:18][cH:19][cH:20]2)[cH:2][cH:3][cH:4][cH:5][cH:6]1. The reactants are BrC1=C(CC=2OC(=C(C2C(=O)C2=CC(=C(C(=C2)C(C)C)O)C(C)C)C)C)C=CC=C1 ([2-(2-bromo-benzyl)-4,5-dimethyl-furan-3-yl]-(3,5-diisopropyl-4-hydroxy-phenyl)-methanone), ClS(=O)(=O)C1=CC(=C(C(=O)O)C=C1)O (4-chlorosulphonyl-2-hydroxybenzoic acid). Yields the product BrC1=C(CC=2OC(=C(C2C(=O)C2=CC(=C(C(=C2)C(C)C)S(=O)(=O)C2=CC(=C(C(=O)O)C=C2)O)C(C)C)C)C)C=CC=C1 (4-{4-[2-(2-Bromo-benzyl)-4,5-dimethyl-furan-3-carbonyl]-2.6-diisopropyl-phenylsulfonyl}-2-hydroxy-benzoic acid), tide compound. Isolated yield 47.0%. Reaction SMILES: [Br:1][C:2]1[CH:30]=[CH:29][CH:28]=[CH:27][C:3]=1[CH2:4][C:5]1[O:6][C:7]([CH3:26])=[C:8]([CH3:25])[C:9]=1[C:10]([C:12]1[CH:17]=[C:16]([CH:18]([CH3:20])[CH3:19])[C:15](O)=[C:14]([CH:22]([CH3:24])[CH3:23])[CH:13]=1)=[O:11].Cl[S:32]([C:35]1[CH:43]=[CH:42][C:38]([C:39]([OH:41])=[O:40])=[C:37]([OH:44])[CH:36]=1)(=[O:34])=[O:33]>>[Br:1][C:2]1[CH:30]=[CH:29][CH:28]=[CH:27][C:3]=1[CH2:4][C:5]1[O:6][C:7]([CH3:26])=[C:8]([CH3:25])[C:9]=1[C:10]([C:12]1[CH:17]=[C:16]([CH:18]([CH3:19])[CH3:20])[C:15]([S:32]([C:35]2[CH:43]=[CH:42][C:38]([C:39]([OH:41])=[O:40])=[C:37]([OH:44])[CH:36]=2)(=[O:34])=[O:33])=[C:14]([CH:22]([CH3:23])[CH3:24])[CH:13]=1)=[O:11]. Procedure details: The title compound was prepared according to the procedure in Example 4 using [2-(2-bromo-benzyl)-4,5-dimethyl-furan-3-yl]-(3,5-diisopropyl-4-hydroxy-phenyl)-methanone (0.300 g, 0.639 mmol) and 4-chlorosulphonyl-2-hydroxybenzoic acid (0.197g, 0.831 mmol). Purification on Dynamax C18 (90% CH3CN/H2O) gave 0.20 g (47%) of the tide compound as a yellow solid, mp 90-95° C. 1H NMR (DMSO-d6) δ1.06 (d, 12 H), 1.85 (s, 3 H), 2.19 (s, 3 H), 3.07 (septet, 2 H), 3.91 (s, 2 H), 7.14-7.16 (m, 2 H), 7.29 (dt, ...